From a dataset of the Open Reaction Database (ORD), a public repository of structured organic reaction records. describe an organic reaction: reactants, conditions, products, and yield The solvent is CN(C)C=O (DMF), CN(C)C=O (DMF). RXN SMILES: Cl.[O:2]([CH2:6][CH2:7][NH2:8])[N+:3]([O-:5])=[O:4].C[O-].[Na+].[C:12]([N:14]=[C:15]([C:20]1[CH:21]=[N:22][CH:23]=[C:24]([NH:26][CH2:27][CH3:28])[CH:25]=1)OCCC)#[N:13]>CN(C=O)C>[C:12]([NH:14][C:15]([C:20]1[CH:21]=[N:22][CH:23]=[C:24]([NH:26][CH2:27][CH3:28])[CH:25]=1)=[N:8][CH2:7][CH2:6][O:2][N+:3]([O-:5])=[O:4])#[N:13] |f:0.1,2.3|. Isolated yield 89.0%. Reported procedure: To a solution of 2-nitroxyethylamine hydrochloride (659 mg, 4.62 mmol) in DMF (1 ml) was added sodium methoxide (227 mg, 4.20 mmol) followed by a solution of propyl N-cyano-5-ethylamino-3-pyridinecarboximidate (195 mg, 0.84 mmol) in DMF (1 ml) described in Example 10 of Experimental Example 1, and the mixture was stirred at room temperature for 3 hours. After the reaction was completed, the reaction mixture was evaporated under reduced pressure. The residue was suspended in water and extracted w... Reaction conditions: time 3 hour. The product is C(#N)NC(=NCCO[N+](=O)[O-])C=1C=NC=C(C1)NCC (N-cyano-5-ethylamino-N'-(2-nitroxyethyl)-3-pyridinecarboximidamide). Starting materials: Cl.O([N+](=O)[O-])CCN (2-nitroxyethylamine hydrochloride), C[O-].[Na+] (sodium methoxide), C(#N)N=C(OCCC)C=1C=NC=C(C1)NCC (propyl N-cyano-5-ethylamino-3-pyridinecarboximidate). The reactants are C(C)(C)(C)OC(=O)N1CCC(=CC1)C1=CC(=C(C=C1)NC(=O)OC(C)(C)C)[N+](=O)[O-] (4-(4-tert.-Butoxycarbonylamino-3-nitro-phenyl)-3,6-dihydro-2H-pyridine-1-carboxylic acid tert.-butyl ester). Reagents/catalysts: [Zn].[NH4+].[Cl-] (Zn NH4Cl). Yields the product C(C)(C)(C)OC(=O)N1CCC(=CC1)C1=CC(=C(C=C1)NC(=O)OC(C)(C)C)N (4-(3-Amino-4-tert.-butoxycarbonylamino-phenyl)-3,6-dihydro-2H-pyridine-1-carboxylic acid tert.-butyl ester). The yield is 31.6%. RXN SMILES: [C:1]([O:5][C:6]([N:8]1[CH2:13][CH:12]=[C:11]([C:14]2[CH:19]=[CH:18][C:17]([NH:20][C:21]([O:23][C:24]([CH3:27])([CH3:26])[CH3:25])=[O:22])=[C:16]([N+:28]([O-])=O)[CH:15]=2)[CH2:10][CH2:9]1)=[O:7])([CH3:4])([CH3:3])[CH3:2]>[Zn].[NH4+].[Cl-]>[C:1]([O:5][C:6]([N:8]1[CH2:9][CH:10]=[C:11]([C:14]2[CH:19]=[CH:18][C:17]([NH:20][C:21]([O:23][C:24]([CH3:27])([CH3:26])[CH3:25])=[O:22])=[C:16]([NH2:28])[CH:15]=2)[CH2:12][CH2:13]1)=[O:7])([CH3:4])([CH3:3])[CH3:2] |f:1.2.3|. Procedure: Prepared from 4-(4-tert.-butoxycarbonylamino-3-nitro-phenyl)-3,6-dihydro-2H-pyridine-1-carboxylic acid tert.-butyl ester (Example E1) (256 mg, 0.61 mmol) by reduction with Zn/NH4Cl according to the general procedure G (method c). Obtained as an orange foam (75 mg). Reactants: NC1=C(C=C(C=C1C1=CC=C(C=C1)C(F)(F)F)C1(CCCC1)C(=O)OCC)OCC(F)(F)F (Ethyl 1-(6-amino-5-(2,2,2-trifluoroethoxy)-4′-(trifluoromethyl)biphenyl-3-yl)cyclopentanecarboxylate), CC#N.O.Cl (MeCN H2O HCl), N(=O)[O-].[Na+] (NaNO2). Reagents/catalysts: Cl[Cu] (CuCl). The solvent is O (water), O (water). Reaction conditions: temperature 90 celsius, time 40 minute. Product: ClC1=C(C=C(C=C1C1=CC=C(C=C1)C(F)(F)F)C1(CCCC1)C(=O)OCC)OCC(F)(F)F (ethyl 1-(6-chloro-5-(2,2,2-trifluoroethoxy)-4′-(trifluoromethyl)biphenyl-3-yl)cyclopentane carboxylate). RXN SMILES: N[C:2]1[C:7]([C:8]2[CH:13]=[CH:12][C:11]([C:14]([F:17])([F:16])[F:15])=[CH:10][CH:9]=2)=[CH:6][C:5]([C:18]2([C:23]([O:25][CH2:26][CH3:27])=[O:24])[CH2:22][CH2:21][CH2:20][CH2:19]2)=[CH:4][C:3]=1[O:28][CH2:29][C:30]([F:33])([F:32])[F:31].N([O-])=O.[Na+].CC#N.O.[ClH:42]>O.Cl[Cu]>[Cl:42][C:2]1[C:7]([C:8]2[CH:13]=[CH:12][C:11]([C:14]([F:17])([F:16])[F:15])=[CH:10][CH:9]=2)=[CH:6][C:5]([C:18]2([C:23]([O:25][CH2:26][CH3:27])=[O:24])[CH2:22][CH2:21][CH2:20][CH2:19]2)=[CH:4][C:3]=1[O:28][CH2:29][C:30]([F:33])([F:32])[F:31] |f:1.2,3.4.5|. Procedure: Ethyl 1-(6-amino-5-(2,2,2-trifluoroethoxy)-4′-(trifluoromethyl)biphenyl-3-yl)cyclopentanecarboxylate (1 g, 2.2 mmol) was dissolved in a mixture of MeCN/H2O/HCl 30 mL/30 mL/2 mL at 0° C. A solution of NaNO2 (0.200 g, 2.9 mmol) in water (10 mL) was added drop wise at 0° C., and the reaction mixture was stirred for 40 min, at the same temperature. A solution of CuCl (1.1 g, 11.1 mmol) in water (10 mL) was added drop wise at 0° C. The reaction mixture was heated to 90° C. for 2.0 h and the solvent w... The reactants are CCCBr, O=C([O-])[O-], CCCCOc1ccc2c(c1F)Cc1c-2ccc(O)c1F, CC(C)=O, [K+], [K+]. Product: CCCCOc1ccc2c(c1F)Cc1c-2ccc(OCCC)c1F. As a reaction SMILES: [Br:22][CH2:23][CH2:24][CH3:25].[C:26](=[O:27])([O-:28])[O-:29].[CH2:1]([CH2:2][CH2:3][CH3:4])[O:5][c:6]1[cH:7][cH:8][c:9]2[c:17]([c:18]1[F:19])[CH2:16][c:15]1[c:10]-2[cH:11][cH:12][c:13]([OH:21])[c:14]1[F:20].[CH3:32][C:33](=[O:34])[CH3:35].[K+:30].[K+:31]>>[CH2:1]([CH2:2][CH2:3][CH3:4])[O:5][c:6]1[cH:7][cH:8][c:9]2[c:17]([c:18]1[F:19])[CH2:16][c:15]1[c:10]-2[cH:11][cH:12][c:13]([O:21][CH2:23][CH2:24][CH3:25])[c:14]1[F:20].